Dataset: the Open Reaction Database (ORD), a public repository of structured organic reaction records. Task: describe an organic reaction: reactants, conditions, products, and yield Starting materials: C(C1=CC=CC=C1)OC1=CC=C(C=C1)N(N)CC1=C(C=CC(=C1)OC)Br (1-[4-(benzyloxy)phenyl]-1-(2-bromo-5-methoxybenzyl)hydrazine), CC(C)([O-])C.[Na+] (sodium tert-butoxide). The reagents and catalysts are C(C)(=O)[O-].[Pd+2].C(C)(=O)[O-] (palladium(II) acetate), C1(=CC=CC=C1)P([C-]1C=CC=C1)C1=CC=CC=C1.[C-]1(C=CC=C1)P(C1=CC=CC=C1)C1=CC=CC=C1.[Fe+2] (1,1′-bis(diphenylphosphino)ferrocene). The solvent is C1(=CC=CC=C1)C (toluene). Run at temperature 90 celsius, time 8 hour. Yields the product C(C1=CC=CC=C1)OC1=CC=C(C=C1)N1N=C2C=CC(=CC2=C1)OC (2-[4-(benzyloxy)phenyl]-5-methoxy-2H-indazole). Isolated yield 13.6%. Reaction SMILES: [CH2:1]([O:8][C:9]1[CH:14]=[CH:13][C:12]([N:15]([CH2:17][C:18]2[CH:23]=[C:22]([O:24][CH3:25])[CH:21]=[CH:20][C:19]=2Br)[NH2:16])=[CH:11][CH:10]=1)[C:2]1[CH:7]=[CH:6][CH:5]=[CH:4][CH:3]=1.CC(C)([O-])C.[Na+]>C([O-])(=O)C.[Pd+2].C([O-])(=O)C.C1(P(C2C=CC=CC=2)[C-]2C=CC=C2)C=CC=CC=1.[C-]1(P(C2C=CC=CC=2)C2C=CC=CC=2)C=CC=C1.[Fe+2].C1(C)C=CC=CC=1>[CH2:1]([O:8][C:9]1[CH:14]=[CH:13][C:12]([N:15]2[CH:17]=[C:18]3[C:19]([CH:20]=[CH:21][C:22]([O:24][CH3:25])=[CH:23]3)=[N:16]2)=[CH:11][CH:10]=1)[C:2]1[CH:7]=[CH:6][CH:5]=[CH:4][CH:3]=1 |f:1.2,3.4.5,6.7.8|. Procedure details: A mixture of 1-[4-(benzyloxy)phenyl]-1-(2-bromo-5-methoxybenzyl)hydrazine (1.50 g), palladium(II) acetate (41 mg), 1,1′-bis(diphenylphosphino)ferrocene (151 mg), sodium tert-butoxide (436 mg) and toluene (18 mL) was stirred under an argon atmosphere at 90° C. overnight. The solvent was evaporated under reduced pressure, and the obtained mixture was diluted with ethyl acetate and water, and the organic layer was separated. The separated aqueous layer was extracted again with ethyl acetate. The co... The reactants are COCCN(C)c1ccc(N)cn1, Cn1nc(-c2ccccc2)cc1C(=O)O. Product: COCCN(C)c1ccc(NC(=O)c2cc(-c3ccccc3)nn2C)cn1. RXN SMILES: [CH3:16][O:17][CH2:18][CH2:19][N:20]([c:21]1[n:22][cH:23][c:24]([NH2:27])[cH:25][cH:26]1)[CH3:28].[CH3:1][n:2]1[n:3][c:4](-[c:10]2[cH:11][cH:12][cH:13][cH:14][cH:15]2)[cH:5][c:6]1[C:7](=[O:8])[OH:9]>>[CH3:1][n:2]1[n:3][c:4](-[c:10]2[cH:11][cH:12][cH:13][cH:14][cH:15]2)[cH:5][c:6]1[C:7](=[O:9])[NH:27][c:24]1[cH:23][n:22][c:21]([N:20]([CH2:19][CH2:18][O:17][CH3:16])[CH3:28])[cH:26][cH:25]1. The reactants are C(C)(=O)OCCCC=O (4-acetoxybutyraldehyde), C(C)(=O)OCCCC=O (4-acetoxybutyraldehyde). Run in O1CCCC1 (tetrahydrofuran). The product is C(C)(=O)OCCCCO (4-acetoxybutanol). RXN SMILES: [C:1]([O:4][CH2:5][CH2:6][CH2:7][CH:8]=[O:9])(=[O:3])[CH3:2]>O1CCCC1>[C:1]([O:4][CH2:5][CH2:6][CH2:7][CH2:8][OH:9])(=[O:3])[CH3:2]. Procedure details: Alternatively, at least a portion of the 4-acetoxybutyraldehyde reaction product may be preferably converted to produce tetrahydrofuran (THF). Preferably, the 4-acetoxybutyraldehyde is hydrogenated to produce 4-acetoxybutanol, which then is dehydroacetoxylated to produce THF. The hydrogenation to produce 4-acetoxybutanol is preferably conducted according to the conditions described above. The 4-acetoxybutanol can then undergo a dehydroacetoxylation reaction to produce THF and acetic acid. The de... The reactants are C(C)OC(=O)C=1C(C=2C=C3C(=NC2N(C1)C)C=C(C(=C3)F)F)=O (3-ethoxycarbonyl-7,8-difluoro-1-methyl-4-oxo-1,4-dihydrobenzo[b][1,8]naphthyridine), C(C1=CC=CC=C1)C1NCCNC1 ((RS)-2-benzylpiperazine), O (water). Run in CS(=O)C (dimethyl sulphoxide). Run at temperature 90 celsius, time 45 minute. Yields the product C(C1=CC=CC=C1)C1CN(CCN1)C=1C(=CC=2C(=NC=3N(C=C(C(C3C2)=O)C(=O)OCC)C)C1)F ((RS)-8-(3-benzyl-1-piperazinyl)-3-ethoxycarbonyl-7-fluoro-1-methyl-4-oxo-1,4-dihydrobenzo[b][1,8]naphthyridine). Yield: 82.6%. Reaction SMILES: [CH2:1]([O:3][C:4]([C:6]1[C:7](=[O:23])[C:8]2[CH:9]=[C:10]3[CH:20]=[C:19]([F:21])[C:18](F)=[CH:17][C:11]3=[N:12][C:13]=2[N:14]([CH3:16])[CH:15]=1)=[O:5])[CH3:2].[CH2:24]([CH:31]1[CH2:36][NH:35][CH2:34][CH2:33][NH:32]1)[C:25]1[CH:30]=[CH:29][CH:28]=[CH:27][CH:26]=1.O>CS(C)=O>[CH2:24]([CH:31]1[NH:32][CH2:33][CH2:34][N:35]([C:18]2[C:19]([F:21])=[CH:20][C:10]3[C:11]([CH:17]=2)=[N:12][C:13]2[N:14]([CH3:16])[CH:15]=[C:6]([C:4]([O:3][CH2:1][CH3:2])=[O:5])[C:7](=[O:23])[C:8]=2[CH:9]=3)[CH2:36]1)[C:25]1[CH:26]=[CH:27][CH:28]=[CH:29][CH:30]=1. Procedure: A suspension of 3-ethoxycarbonyl-7,8-difluoro-1-methyl-4-oxo-1,4-dihydrobenzo[b][1,8]naphthyridine (1.3 g) and (RS)-2-benzylpiperazine (1.3 g) in dimethyl sulphoxide (25 cc) is heated to approximately 90° C. with stirring for 1 hour 45 minutes. After cooling to a temperature in the region of 20° C., the reaction mixture is treated with water (100 cc) and extracted with trichloromethane (3×30 cc). The combined organic extracts are washed with water (3×30 cc), dried over magnesium sulphate, filter... Reactants: CN(C)C=O, COC(=O)C=Cc1cccc(S(=O)(=O)O)c1, [Na], O=S(Cl)Cl. Product: COC(=O)C=Cc1cccc(S(=O)(=O)Cl)c1. Reaction SMILES: [CH3:22][N:23]([CH3:24])[CH:25]=[O:26].[CH3:2][O:3][C:4]([CH:5]=[CH:6][c:7]1[cH:8][c:9]([S:13](=[O:14])(=[O:15])[OH:16])[cH:10][cH:11][cH:12]1)=[O:17].[Na:1].[S:18]([Cl:19])([Cl:20])=[O:21]>>[CH3:2][O:3][C:4]([CH:5]=[CH:6][c:7]1[cH:8][c:9]([S:13](=[O:14])(=[O:15])[Cl:20])[cH:10][cH:11][cH:12]1)=[O:17]. The reactants are CCOC(=O)c1ccc(OCc2ccc(OC)cc2)cc1, CCO, NN, O. The product is COc1ccc(COc2ccc(C(=O)NN)cc2)cc1. RXN SMILES: [CH3:1][O:2][c:3]1[cH:4][cH:5][c:6]([CH2:7][O:8][c:9]2[cH:10][cH:11][c:12]([C:13](=[O:14])[O:15][CH2:16][CH3:17])[cH:18][cH:19]2)[cH:20][cH:21]1.[CH3:25][CH2:26][OH:27].[NH2:23][NH2:24].[OH2:22]>>[CH3:1][O:2][c:3]1[cH:4][cH:5][c:6]([CH2:7][O:8][c:9]2[cH:10][cH:11][c:12]([C:13](=[O:14])[NH:23][NH2:24])[cH:18][cH:19]2)[cH:20][cH:21]1. Starting materials: O=C([O-])[O-], CCI, [K+], [K+], Nc1ccc(C(=O)O)cn1, CN(C)C=O. The product is CCOC(=O)c1ccc(N)nc1. RXN SMILES: [C:11](=[O:12])([O-:13])[O-:14].[CH2:17]([CH3:18])[I:19].[K+:15].[K+:16].[NH2:1][c:2]1[n:3][cH:4][c:5]([C:8](=[O:9])[OH:10])[cH:6][cH:7]1.[O:20]=[CH:21][N:22]([CH3:23])[CH3:24]>>[NH2:1][c:2]1[n:3][cH:4][c:5]([C:8]([O:9][CH2:17][CH3:18])=[O:10])[cH:6][cH:7]1. Run at time 2 hour. Reaction SMILES: [F:1][C:2]1[CH:7]=[C:6]([F:8])[CH:5]=[CH:4][C:3]=1[C:9]([OH:25])([CH:16]([C:18]1[CH:23]=[CH:22][N+:21]([O-])=[CH:20][N:19]=1)[CH3:17])[CH2:10][N:11]1[CH:15]=[N:14][CH:13]=[N:12]1.[CH3:26][N:27](C)C(Cl)=O.C[Si](C#N)(C)C>ClCCl>[F:1][C:2]1[CH:7]=[C:6]([F:8])[CH:5]=[CH:4][C:3]=1[C:9]([OH:25])([CH:16]([C:18]1[CH:23]=[C:22]([C:26]#[N:27])[N:21]=[CH:20][N:19]=1)[CH3:17])[CH2:10][N:11]1[CH:15]=[N:14][CH:13]=[N:12]1. The product is FC1=C(C=CC(=C1)F)C(CN1N=CN=C1)(C(C)C1=NC=NC(=C1)C#N)O (2-(2,4-difluorophenyl)-3-(6-cyanopyrimidin-4-yl)-1-(1H-1,2,4-triazol-1-yl)butan-2-ol). Procedure: A mixture of the product of part (i) (0.80 g) and N,N-dimethylcarbamoyl chloride (0.50 g) in dichloromethane (10 ml) was stirred at room temperature for 2 hours. Trimethylsilyl cyanide (0.50 g) was added and stirring was continued for a further 6 days. The solution was evaporated and the residue was chromatographed on silica gel. Elution with dichloromethane/methanol (100:1) gave a product which was rechromatographed on silica gel. Elution was commenced with ether and the polarity of the eluant ... Run in ClCCl (dichloromethane). Isolated yield 3.7%. The reactants are FC1=C(C=CC(=C1)F)C(CN1N=CN=C1)(C(C)C1=NC=[N+](C=C1)[O-])O (2-(2,4-Difluorophenyl)-3-(1-oxidopyrimidin-4-yl)-1-(1H-1,2,4-triazol-1-yl)butan-2-ol), CN(C(=O)Cl)C (N,N-dimethylcarbamoyl chloride), C[Si](C)(C)C#N (Trimethylsilyl cyanide).